Dataset: the Open Reaction Database (ORD), a public repository of structured organic reaction records. Task: describe an organic reaction: reactants, conditions, products, and yield The reactants are Cl.C(C1=CC=CC=C1)N1C2CN(C(C1)C2)C(N(CC)CC)=O (2-benzyl-5-(N,N-diethylcarbamyl)-2,5-diazabicyclo[2.2.1]heptane hydrochloride), I.I.C(C1=CC=CC=C1)N1C2CNC(C1)C2 (2-benzyl-2,5-diazabicyclo[2.2.1]heptane dihydroiodide), ClC(=O)OCC (ethyl chloroformate). Yields the product C(C1=CC=CC=C1)N1C2CN(C(C1)C2)C(=O)OCC (2-Benzyl-5-carbethoxy-2,5-diazabicyclo[2.2.1]heptane). Yield: 68.0%. As a reaction SMILES: Cl.C(N1CC2CC1CN2C(=O)N(CC)CC)C1C=CC=CC=1.I.I.[CH2:25]([N:32]1[CH2:37][CH:36]2[CH2:38][CH:33]1[CH2:34][NH:35]2)[C:26]1[CH:31]=[CH:30][CH:29]=[CH:28][CH:27]=1.Cl[C:40]([O:42][CH2:43][CH3:44])=[O:41]>>[CH2:25]([N:32]1[CH2:37][CH:36]2[CH2:38][CH:33]1[CH2:34][N:35]2[C:40]([O:42][CH2:43][CH3:44])=[O:41])[C:26]1[CH:27]=[CH:28][CH:29]=[CH:30][CH:31]=1 |f:0.1,2.3.4|. Reported procedure: Using the procedure for preparation of 2-benzyl-5-(N,N-diethylcarbamyl)-2,5-diazabicyclo[2.2.1]heptane hydrochloride as related in Example 11, 29.0 g of 2-benzyl-2,5-diazabicyclo[2.2.1]heptane dihydroiodide, prepared according to the procedure given in Example 11, was treated with 1.5 equivalents of ethyl chloroformate to yield crude product. Dry column chromatography, a technique described by B. Loev and M. M. Goodman in Chem. Ind. (London), p 2026, 1967, on 1700 g alumina using chloroform deve... Starting materials: C1CCOC1, COC(=O)c1ccc(OCc2c(-c3ccc(Cl)cc3)noc2CO)nc1, CO, [Li+], [OH-], O, O. The product is O=C(O)c1ccc(OCc2c(-c3ccc(Cl)cc3)noc2CO)nc1. RXN SMILES: [CH2:30]1[O:31][CH2:32][CH2:33][CH2:34]1.[CH3:1][O:2][C:3]([c:4]1[cH:5][n:6][c:7]([O:10][CH2:11][c:12]2[c:13](-[c:19]3[cH:20][cH:21][c:22]([Cl:25])[cH:23][cH:24]3)[n:14][o:15][c:16]2[CH2:17][OH:18])[cH:8][cH:9]1)=[O:26].[CH3:35][OH:36].[Li+:29].[OH-:28].[OH2:27].[OH2:37]>>[O:2]=[C:3]([c:4]1[cH:5][n:6][c:7]([O:10][CH2:11][c:12]2[c:13](-[c:19]3[cH:20][cH:21][c:22]([Cl:25])[cH:23][cH:24]3)[n:14][o:15][c:16]2[CH2:17][OH:18])[cH:8][cH:9]1)[OH:26].